This data is from the Open Reaction Database (ORD), a public repository of structured organic reaction records. The task is: describe an organic reaction: reactants, conditions, products, and yield Reactants: CCOC(=O)C(Cc1ccc(OCC(=O)OCc2ccccc2)cc1)OCC, C1CCOC1. Yields the product CCOC(=O)C(Cc1ccc(OCC(=O)O)cc1)OCC. As a reaction SMILES: [CH2:1]([CH3:2])[O:3][C:4]([CH:5]([CH2:6][c:7]1[cH:8][cH:9][c:10]([O:13][CH2:14][C:15](=[O:16])[O:17][CH2:18][c:19]2[cH:20][cH:21][cH:22][cH:23][cH:24]2)[cH:11][cH:12]1)[O:25][CH2:26][CH3:27])=[O:28].[CH2:29]1[O:30][CH2:31][CH2:32][CH2:33]1>>[CH2:1]([CH3:2])[O:3][C:4]([CH:5]([CH2:6][c:7]1[cH:8][cH:9][c:10]([O:13][CH2:14][C:15](=[O:16])[OH:17])[cH:11][cH:12]1)[O:25][CH2:26][CH3:27])=[O:28]. Reactants: BrB(Br)Br, ClCCl, Cl, COc1ccc(CN2C(=O)C(C)(C)c3cc4nc(NC(=O)c5ccccc5)[nH]c4cc32)cc1F. Yields the product CC1(C)C(=O)N(Cc2ccc(O)c(F)c2)c2cc3[nH]c(NC(=O)c4ccccc4)nc3cc21. As a reaction SMILES: [B:35]([Br:36])([Br:37])[Br:38].[Cl:40][CH2:41][Cl:42].[ClH:39].[F:1][c:2]1[cH:3][c:4]([CH2:5][N:6]2[C:7](=[O:29])[C:8]([CH3:27])([CH3:28])[c:9]3[cH:10][c:11]4[c:12]([cH:13][c:14]32)[nH:15][c:16]([NH:18][C:19]([c:20]2[cH:21][cH:22][cH:23][cH:24][cH:25]2)=[O:26])[n:17]4)[cH:30][cH:31][c:32]1[O:33][CH3:34]>>[F:1][c:2]1[cH:3][c:4]([CH2:5][N:6]2[C:7](=[O:29])[C:8]([CH3:27])([CH3:28])[c:9]3[cH:10][c:11]4[c:12]([cH:13][c:14]32)[nH:15][c:16]([NH:18][C:19]([c:20]2[cH:21][cH:22][cH:23][cH:24][cH:25]2)=[O:26])[n:17]4)[cH:30][cH:31][c:32]1[OH:33]. The reactants are OOS(=O)(=O)O (Caro's acid), C(C)(=O)O (acetic acid). Run at temperature 35 celsius, time 1 hour. Yields the product OOS(=O)(=O)O.C(C)(=O)OO (Caro's Acid Peracetic Acid). As a reaction SMILES: [OH:1][O:2][S:3]([OH:6])(=[O:5])=[O:4].[C:7]([OH:10])(=[O:9])[CH3:8]>>[OH:1][O:2][S:3]([OH:6])(=[O:5])=[O:4].[C:7]([O:10][OH:1])(=[O:9])[CH3:8] |f:2.3|. Procedure: The Caro's acid mixture was cooled to 25° C., and 240.0 g of glacial acetic acid (4.0 moles) was added at once with rapid stirring. Temperature of the mixture rose to 42° C. The mixture was cooled to 35° C. and stored for one hour. At the end of this period a sample of the mixture was removed to determine its residual hydrogen peroxide and its active oxygen content as peracid (assumed to be a mixture of Caro's acid and peracetic acid). This was done by first analyzing the sample for hydrogen per... Reactants: Cc1sc(C(=O)O)cc1-c1c(Br)cnn1C, CC(C)(C)OC(=O)NC(Cc1ccccc1C(F)(F)F)C(=O)O, CCN(C(C)C)C(C)C, ClC(Cl)Cl, NC(Cc1ccc(F)cc1)CN1C(=O)c2ccccc2C1=O. Product: Cc1sc(C(=O)NC(Cc2ccc(F)cc2)CN2C(=O)c3ccccc3C2=O)cc1-c1c(Br)cnn1C. As a reaction SMILES: [Br:1][c:2]1[cH:3][n:4][n:5]([CH3:16])[c:6]1-[c:7]1[cH:8][c:9]([C:13](=[O:14])[OH:15])[s:10][c:11]1[CH3:12].[CH3:39][C:40]([O:41][C:42]([NH:43][CH:44]([C:45]([OH:46])=[O:47])[CH2:48][c:49]1[cH:50][cH:51][cH:52][cH:53][c:54]1[C:55]([F:56])([F:57])[F:58])=[O:59])([CH3:60])[CH3:61].[CH:62]([N:63]([CH2:64][CH3:65])[CH:66]([CH3:67])[CH3:68])([CH3:69])[CH3:70].[CH:71]([Cl:72])([Cl:73])[Cl:74].[NH2:17][CH:18]([CH2:19][N:20]1[C:21](=[O:30])[c:22]2[cH:23][cH:24][cH:25][cH:26][c:27]2[C:28]1=[O:29])[CH2:31][c:32]1[cH:33][cH:34][c:35]([F:38])[cH:36][cH:37]1>>[Br:1][c:2]1[cH:3][n:4][n:5]([CH3:16])[c:6]1-[c:7]1[cH:8][c:9]([C:13](=[O:15])[NH:17][CH:18]([CH2:19][N:20]2[C:21](=[O:30])[c:22]3[cH:23][cH:24][cH:25][cH:26][c:27]3[C:28]2=[O:29])[CH2:31][c:32]2[cH:33][cH:34][c:35]([F:38])[cH:36][cH:37]2)[s:10][c:11]1[CH3:12]. Starting materials: [Si](C)(C)(C(C)(C)C)OCC=1C(=C(C=CC1)N1CC(C1)OC)F (1-[3-({[tert-Butyl(dimethyl)silyl]oxy}methyl)-2-fluorophenyl]-3-methoxyazetidine), C1CCOC1 (THF), O (Water), CCCC[N+](CCCC)(CCCC)CCCC.[F-].C1CCOC1 (TBAF THF). The solvent is CCOC(=O)C (EtOAc). Reaction conditions: time 1 hour. The product is FC1=C(C=CC=C1N1CC(C1)OC)CO ([2-fluoro-3-(3-methoxyazetidin-1-yl)phenyl]methanol). Yield: 91.7%. As a reaction SMILES: [Si]([O:8][CH2:9][C:10]1[C:11]([F:22])=[C:12]([N:16]2[CH2:19][CH:18]([O:20][CH3:21])[CH2:17]2)[CH:13]=[CH:14][CH:15]=1)(C(C)(C)C)(C)C.C1COCC1.CCCC[N+](CCCC)(CCCC)CCCC.[F-].C1COCC1.O>CCOC(C)=O>[F:22][C:11]1[C:12]([N:16]2[CH2:17][CH:18]([O:20][CH3:21])[CH2:19]2)=[CH:13][CH:14]=[CH:15][C:10]=1[CH2:9][OH:8] |f:2.3.4|. Procedure details: 1-[3-({[tert-Butyl(dimethyl)silyl]oxy}methyl)-2-fluorophenyl]-3-methoxyazetidine (121 mg) was mixed with THF (4 ml), and a 1 M TBAF/THF solution (0.8 ml) was added thereto, followed by stirring at room temperature for 1 hour. Water and EtOAc were added to the reaction mixture, and the organic layer was dried over Na2SO4 and concentrated under reduced pressure. The obtained residue was purified by silica gel column chromatography to obtain [2-fluoro-3-(3-methoxyazetidin-1-yl)phenyl]methanol (72 m... The reactants are ClC=1C=C(C(=O)NCC(=O)N[C@H]2CN(CC2)C2CCN(CC2)C2=CC=C(C=C2)OC)C=CC1Cl (3,4-Dichloro-N-[2-({(3R)-1-[1-(4-methoxyphenyl)piperidin-4-yl]pyrrolidin-3-yl}amino)-2-oxoethyl]benzamide), ClC=1C=C(C(=O)Cl)C=CC1Cl (3,4-dichlorobenzoylchloride). Yields the product ClC=1C=C(C(=O)NCC(=O)N[C@H]2CN(CC2)C2CCN(CC2)C2=CC=C(C=C2)OC)C=CC1 (3-chloro-N-[2-({(3R)-1-[1-(4-methoxyphenyl)piperidin-4-yl]pyrrolidin-3-yl}amino)-2-oxoethyl]benzamide). Reaction SMILES: [Cl:1][C:2]1[CH:3]=[C:4]([CH:31]=[CH:32][C:33]=1Cl)[C:5]([NH:7][CH2:8][C:9]([NH:11][C@@H:12]1[CH2:16][CH2:15][N:14]([CH:17]2[CH2:22][CH2:21][N:20]([C:23]3[CH:28]=[CH:27][C:26]([O:29][CH3:30])=[CH:25][CH:24]=3)[CH2:19][CH2:18]2)[CH2:13]1)=[O:10])=[O:6].ClC1C=C(C=CC=1Cl)C(Cl)=O>>[Cl:1][C:2]1[CH:3]=[C:4]([CH:31]=[CH:32][CH:33]=1)[C:5]([NH:7][CH2:8][C:9]([NH:11][C@@H:12]1[CH2:16][CH2:15][N:14]([CH:17]2[CH2:18][CH2:19][N:20]([C:23]3[CH:24]=[CH:25][C:26]([O:29][CH3:30])=[CH:27][CH:28]=3)[CH2:21][CH2:22]2)[CH2:13]1)=[O:10])=[O:6]. Reported procedure: The title compound was synthesized in similar fashion to 3,4-Dichloro-N-[2-({(3R)-1-[1-(4-methoxyphenyl)piperidin-4-yl]pyrrolidin-3-yl}amino)-2-oxoethyl]benzamide, substituting 3-chlorobenzoylchloride for 3,4-dichlorobenzoylchloride, and was isolated as a white solid. 1H-NMR (CDCl3) δ: 1.63-1.64 (m, 3H), 1.86-1.90 (m, 2H), 2.01-2.44 (m, 3H), 2.56-2.74 (m, 4H), 2.92-3.00 (m, 1H), 3.43 (d, J=11.1 Hz, 2H), 3.70 (s, 3H), 4.04 (d, J=4.2 Hz, 2H), 4.43 (b, 1H), 6.55 (d, J=6.0 Hz, 1H), 6.74-6.85 (m, 4H)...